From a dataset of the Open Reaction Database (ORD), a public repository of structured organic reaction records. describe an organic reaction: reactants, conditions, products, and yield As a reaction SMILES: [CH2:1]([CH3:2])[O:3][C:4]([C:5]([CH3:6])([CH3:7])[O:8][c:9]1[cH:10][cH:11][c:12]([CH2:15][CH2:16][CH2:17][c:18]2[n:19]([CH2:34][CH2:35][CH3:36])[c:20](=[O:33])[n:21]([CH2:24][c:25]3[cH:26][c:27]([CH3:32])[c:28]([CH3:31])[cH:29][cH:30]3)[c:22]2[CH3:23])[cH:13][cH:14]1)=[O:37].[CH3:41][CH2:42][OH:43].[ClH:40].[Na+:39].[OH-:38]>>[O:3]=[C:4]([C:5]([CH3:6])([CH3:7])[O:8][c:9]1[cH:10][cH:11][c:12]([CH2:15][CH2:16][CH2:17][c:18]2[n:19]([CH2:34][CH2:35][CH3:36])[c:20](=[O:33])[n:21]([CH2:24][c:25]3[cH:26][c:27]([CH3:32])[c:28]([CH3:31])[cH:29][cH:30]3)[c:22]2[CH3:23])[cH:13][cH:14]1)[OH:37]. Reactants: CCCn1c(CCCc2ccc(OC(C)(C)C(=O)OCC)cc2)c(C)n(Cc2ccc(C)c(C)c2)c1=O, CCO, Cl, [Na+], [OH-]. Yields the product CCCn1c(CCCc2ccc(OC(C)(C)C(=O)O)cc2)c(C)n(Cc2ccc(C)c(C)c2)c1=O. The reactants are ClC/C=C/B1OC(C(O1)(C)C)(C)C ((E)-2-(3-chloroprop-1-enyl)-4,4,5,5-tetramethyl-1,3,2-dioxaborolane), C([O-])([O-])=O.[K+].[K+] (potassium carbonate), C(C)#N (acetonitrile), C(C1=CC=CC=C1)CN (Benzylmethylamine). The solvent is C(C)(=O)OCC (ethyl acetate). Reaction conditions: time 8 hour. Yields the product C(C1=CC=CC=C1)N(C\C=C\B1OC(C(O1)(C)C)(C)C)C ((E)-N-benzyl-N-methyl-3-(4,4,5,5-tetramethyl-1,3,2-dioxaborolan-2-yl)prop-2-en-1-amine). Reaction SMILES: Cl[CH2:2]/[CH:3]=[CH:4]/[B:5]1[O:9][C:8]([CH3:11])([CH3:10])[C:7]([CH3:13])([CH3:12])[O:6]1.C(=O)([O-])[O-].[K+].[K+].[CH2:20](CN)[C:21]1[CH:26]=[CH:25][CH:24]=[CH:23][CH:22]=1.[C:29](#[N:31])C>C(OCC)(=O)C>[CH2:20]([N:31]([CH3:29])[CH2:2]/[CH:3]=[CH:4]/[B:5]1[O:9][C:8]([CH3:11])([CH3:10])[C:7]([CH3:13])([CH3:12])[O:6]1)[C:21]1[CH:22]=[CH:23][CH:24]=[CH:25][CH:26]=1 |f:1.2.3|. Procedure: In a 4 mL vial were mixed (E)-2-(3-chloroprop-1-enyl)-4,4,5,5-tetramethyl-1,3,2-dioxaborolane (0.195 ml, 0.988 mmol) and potassium carbonate (273 mg, 1.975 mmol) in anhydrous acetonitrile (2 ml). Benzylmethylamine (0.166 ml, 1.284 mmol) was added to this mixture, and the reaction was stirred vigorously overnight at room temperature. The reaction was diluted with ethyl acetate and washed with water and brine. The organic layer was dried with sodium sulfate, decanted, and concentrated to provide t... Product: COC(=O)c1cccc2cc(-c3ccc(O)cc3C)sc12. Reaction SMILES: [CH3:1][O:2][C:3](=[O:4])[c:5]1[cH:6][cH:7][cH:8][c:9]2[c:10]1[s:11][c:12](-[c:14]1[c:15]([CH3:22])[cH:16][c:17]([O:20][CH3:21])[cH:18][cH:19]1)[cH:13]2.[CH3:23][OH:24]>>[CH3:1][O:2][C:3](=[O:4])[c:5]1[cH:6][cH:7][cH:8][c:9]2[c:10]1[s:11][c:12](-[c:14]1[c:15]([CH3:22])[cH:16][c:17]([OH:20])[cH:18][cH:19]1)[cH:13]2. The reactants are COC(=O)c1cccc2cc(-c3ccc(OC)cc3C)sc12, CO. The reactants are N1(CCOCC1)C1=CC=C(C=C1)NC=1C=2N(C(=CN1)C1=C(NN=C1)C#N)C=CN2 (4-[8-(4-Morpholin-4-yl-phenylamino)-imidazol[1,2-a]pyrazin-5-yl]-2H-pyrazole-3-carbonitrile), C(C)(C)(C)OC(N(C=1C=2N(C(=CN1)[Sn](CCCC)(CCCC)CCCC)C=CN2)C2=CC=C(C=C2)N2CCOCC2)=O ((4-morpholin-4-yl-phenyl)-(5-tributylstannanyl-imidazo[1,2-a]pyrazin-8-yl)-carbamic acid tert-butyl ester), BrC1=CC2C(CNC2=O)O1 (2-bromo-3a,5,6,6a-tetrahydro-furo[2,3-c]pyrrol-4-one). The reagents and catalysts are C=1C=CC(=CC1)[P](C=2C=CC=CC2)(C=3C=CC=CC3)[Pd]([P](C=4C=CC=CC4)(C=5C=CC=CC5)C=6C=CC=CC6)([P](C=7C=CC=CC7)(C=8C=CC=CC8)C=9C=CC=CC9)[P](C=1C=CC=CC1)(C=1C=CC=CC1)C=1C=CC=CC1 (Pd(PPh3)4). Solvent: CN(C)C=O (DMF). Conditions: time 3 hour. Yields the product N1(CCOCC1)C1=CC=C(C=C1)NC=1C=2N(C(=CN1)C1=CC3=C(CNC3=O)O1)C=CN2 (2-[8-(4-Morpholin-4-yl-phenylamino)-imidazo[1,2-a]pyrazin5-yl]-5,6-dihydro-furo[2,3-c]pyrrol-4one). The yield is 64.0%. As a reaction SMILES: [N:1]1([C:7]2[CH:12]=[CH:11][C:10]([NH:13][C:14]3[C:15]4[N:16]([CH:27]=[CH:28][N:29]=4)[C:17](C4C=NNC=4C#N)=[CH:18][N:19]=3)=[CH:9][CH:8]=2)[CH2:6][CH2:5][O:4][CH2:3][CH2:2]1.C(OC(=O)N(C1C=CC(N2CCOCC2)=CC=1)C1C2N(C=CN=2)C([Sn](CCCC)(CCCC)CCCC)=CN=1)(C)(C)C.Br[C:73]1[O:81][CH:76]2[CH2:77][NH:78][C:79](=[O:80])[CH:75]2[CH:74]=1>CN(C=O)C.C1C=CC([P]([Pd]([P](C2C=CC=CC=2)(C2C=CC=CC=2)C2C=CC=CC=2)([P](C2C=CC=CC=2)(C2C=CC=CC=2)C2C=CC=CC=2)[P](C2C=CC=CC=2)(C2C=CC=CC=2)C2C=CC=CC=2)(C2C=CC=CC=2)C2C=CC=CC=2)=CC=1>[N:1]1([C:7]2[CH:8]=[CH:9][C:10]([NH:13][C:14]3[C:15]4[N:16]([CH:27]=[CH:28][N:29]=4)[C:17]([C:73]4[O:81][C:76]5[CH2:77][NH:78][C:79](=[O:80])[C:75]=5[CH:74]=4)=[CH:18][N:19]=3)=[CH:11][CH:12]=2)[CH2:2][CH2:3][O:4][CH2:5][CH2:6]1 |^1:90,92,111,130|. Procedure: In the same way as described for Compound 212, step 3 using (4-morpholin-4-yl-phenyl)-(5-tributylstannanyl-imidazo[1,2-a]pyrazin-8-yl)-carbamic acid tert-butyl ester (255 mg, 0.373 mmol), 2-bromo-3a,5,6,6a-tetrahydro-furo[2,3-c]pyrrol-4-one (50 mg, 0.249 mmol) and Pd(PPh3)4 (29 mg, 0.0249 mmol) in DMF (3 mL). The reaction mixture is concentrated in vacuo and the residue dissolved in 1:1 DCM:TFA (drop of H2O) and stirred at room temperature for 3 hours. The mixture is partitioned between ethyl ac... The reactants are CCCCC (pentane), [H-].[Na+] (sodium hydride), CN(C=O)C (dimethylformamide), Cl.N1C=NCC1 (4,5-dihydroimidazole hydrochloride), ClC=1C=2N(C=CN1)C=CN2 (8-chloroimidazo[1,2-a]pyrazine), CN(C=O)C (DMF). The solvent is C(C)OCC (diethyl ether). Conditions: time 30 minute. Yields the product Cl (HCl), O.Cl.Cl.N1C(=NCC1)COC=1C=2N(C=CN1)C=CN2.N2C(=NCC2)COC=2C=1N(C=CN2)C=CN1.Cl.Cl (8-(4,5-Dihydro-1H-imidazol-2-ylmethoxy)imidazo[1,2-a]pyrazine dihydrochloride hemihydrate). Reaction SMILES: CCCCC.[H-].[Na+].[ClH:8].[NH:9]1[CH2:13][CH2:12][N:11]=[CH:10]1.[Cl:14][C:15]1[C:16]2[N:17]([CH:21]=[CH:22][N:23]=2)[CH:18]=[CH:19][N:20]=1.CN(C)[CH:26]=[O:27]>C(OCC)C>[ClH:14].[OH2:27].[ClH:8].[ClH:14].[NH:11]1[CH2:12][CH2:13][N:9]=[C:10]1[CH2:26][O:27][C:15]1[C:16]2[N:17]([CH:21]=[CH:22][N:23]=2)[CH:18]=[CH:19][N:20]=1.[NH:11]1[CH2:12][CH2:13][N:9]=[C:10]1[CH2:26][O:27][C:15]1[C:16]2[N:17]([CH:21]=[CH:22][N:23]=2)[CH:18]=[CH:19][N:20]=1.[ClH:14].[ClH:14] |f:1.2,3.4,9.10.11.12.13.14.15|. Procedure: To a slurry of 530 mg (22 mmol) of pentane-washed sodium hydride in 50 ml of dry dimethylformamide (DMF) was added 1.37 g (10.0 mmol) of 2-hydroxymethyl)-4,5-dihydroimidazole hydrochloride. After 30 minutes at room temperature, 1.55 g (10.0 mmol) of 8-chloroimidazo[1,2-a]pyrazine in 30 ml of DMF was added dropwise. After 1 hour at room temperature, the mixture was concentrated to dryness. The residue was dissolved in 30 ml of water and extracted with 2×50 ml of chloroform. The combined organic e... Reactants: NC1=C(N=CC(=N1)C=1C=CC(=NC1)N1CCN(CC1)C(=O)OC(C)(C)C)Cl (tert-Butyl 4-(5-(6-amino-5-chloropyrazin-2-yl)pyridin-2-yl)piperazine-1-carboxylate), BrCC(C(=O)OCC)=O (ethyl 3-bromo-2-oxopropanoate). Run in COCCOC (DME). Conditions: temperature 80 celsius, time 3 day. The product is C(C)(C)(C)OC(=O)N1CCN(CC1)C1=CC=C(C=N1)C1=CN=C(C=2N1C=C(N2)C(=O)OCC)Cl (Ethyl 5-(6-(4-(tert-butoxycarbonyl)piperazin-1-yl)pyridin-3-yl)-8-chloroimidazo[1,2-a]pyrazine-2-carboxylate). Reaction SMILES: [NH2:1][C:2]1[N:7]=[C:6]([C:8]2[CH:9]=[CH:10][C:11]([N:14]3[CH2:19][CH2:18][N:17]([C:20]([O:22][C:23]([CH3:26])([CH3:25])[CH3:24])=[O:21])[CH2:16][CH2:15]3)=[N:12][CH:13]=2)[CH:5]=[N:4][C:3]=1[Cl:27].Br[CH2:29][C:30](=O)[C:31]([O:33][CH2:34][CH3:35])=[O:32]>COCCOC>[C:23]([O:22][C:20]([N:17]1[CH2:18][CH2:19][N:14]([C:11]2[N:12]=[CH:13][C:8]([C:6]3[N:7]4[CH:29]=[C:30]([C:31]([O:33][CH2:34][CH3:35])=[O:32])[N:1]=[C:2]4[C:3]([Cl:27])=[N:4][CH:5]=3)=[CH:9][CH:10]=2)[CH2:15][CH2:16]1)=[O:21])([CH3:24])([CH3:26])[CH3:25]. Reported procedure: A mixture of compound 87a (1.60 g, 4.09 mmol), and ethyl 3-bromo-2-oxopropanoate (1.72 mL, 12.3 mmol) in DME (25 mL) was stirred at 80° C. under Argon for 3 days. After cooling to rt, the mixture was concentrated under reduced pressure and the residue was purified by flash chromatography on silica gel (20-60% EtOAc/heptane) to give compound 87b as a light brown solid. 1H-NMR (CDCl3; 400 MHz) δ 8.43 (d, J=2.2 Hz, 1H), 8.38 (d, J=9.0 Hz, 1H), 7.74 (dd, J=8.8, 2.4 Hz, 1H), 7.66 (d, J=2.7 Hz, 1H), 6... Starting materials: Cl, COC(=O)C(C)(C)C1(O)CN(C(=O)c2ccc(F)c(F)c2Nc2ccc(I)cc2F)C1, [K+], [OH-]. Yields the product CC(C)(C(=O)O)C1(O)CN(C(=O)c2ccc(F)c(F)c2Nc2ccc(I)cc2F)C1. Reaction SMILES: [ClH:32].[F:1][c:2]1[c:3]([NH:23][c:24]2[c:25]([F:31])[cH:26][c:27]([I:30])[cH:28][cH:29]2)[c:4]([C:9](=[O:10])[N:11]2[CH2:12][C:13]([OH:15])([C:16]([C:17](=[O:18])[O:19][CH3:20])([CH3:21])[CH3:22])[CH2:14]2)[cH:5][cH:6][c:7]1[F:8].[K+:34].[OH-:33]>>[F:1][c:2]1[c:3]([NH:23][c:24]2[c:25]([F:31])[cH:26][c:27]([I:30])[cH:28][cH:29]2)[c:4]([C:9](=[O:10])[N:11]2[CH2:12][C:13]([OH:15])([C:16]([C:17](=[O:18])[OH:19])([CH3:21])[CH3:22])[CH2:14]2)[cH:5][cH:6][c:7]1[F:8]. Starting materials: CCOC(=O)c1cn(-c2cccc(OCC)c2)c(-c2ccc(F)cc2)n1, CO, Cl, [Na+], C1CCOC1, [OH-], O. Product: CCOc1cccc(-n2cc(C(=O)O)nc2-c2ccc(F)cc2)c1. As a reaction SMILES: [CH2:1]([CH3:2])[O:3][c:4]1[cH:5][c:6](-[n:10]2[c:11](-[c:20]3[cH:21][cH:22][c:23]([F:26])[cH:24][cH:25]3)[n:12][c:13]([C:15](=[O:16])[O:17][CH2:18][CH3:19])[cH:14]2)[cH:7][cH:8][cH:9]1.[CH3:36][OH:37].[ClH:29].[Na+:28].[O:30]1[CH2:31][CH2:32][CH2:33][CH2:34]1.[OH-:27].[OH2:35]>>[CH2:1]([CH3:2])[O:3][c:4]1[cH:5][c:6](-[n:10]2[c:11](-[c:20]3[cH:21][cH:22][c:23]([F:26])[cH:24][cH:25]3)[n:12][c:13]([C:15](=[O:16])[OH:17])[cH:14]2)[cH:7][cH:8][cH:9]1. The reactants are [N+](=O)([O-])C=1C=C(SC1)S(=O)(=O)N1CCN(CC1)C1=CC=C(C=C1)C(C(F)(F)F)(C(F)(F)F)O (2-(4-(4-((4-nitro-2-thiophenyl)sulfonyl)-1-piperazinyl)phenyl)-1,1,1,3,3,3-hexafluoro-2-propanol), C(=O)[O-].[NH4+] (ammonium formate), crude product. The reagents and catalysts are [Pd] (Pd/C). Solvent: CCO (EtOH), C(Cl)Cl (CH2Cl2). Reaction conditions: time 18 hour. Product: NC=1C=C(SC1)S(=O)(=O)N1CCN(CC1)C1=CC=C(C=C1)C(C(F)(F)F)(C(F)(F)F)O (2-(4-(4-((4-amino-2-thiophenyl)sulfonyl)-1-piperazinyl)phenyl)-1,1,1,3,3,3-hexafluoro-2-propanol). Yield: 30.5%. Reaction SMILES: [N+:1]([C:4]1[CH:5]=[C:6]([S:9]([N:12]2[CH2:17][CH2:16][N:15]([C:18]3[CH:23]=[CH:22][C:21]([C:24]([OH:33])([C:29]([F:32])([F:31])[F:30])[C:25]([F:28])([F:27])[F:26])=[CH:20][CH:19]=3)[CH2:14][CH2:13]2)(=[O:11])=[O:10])[S:7][CH:8]=1)([O-])=O.C([O-])=O.[NH4+]>CCO.C(Cl)Cl.[Pd]>[NH2:1][C:4]1[CH:5]=[C:6]([S:9]([N:12]2[CH2:13][CH2:14][N:15]([C:18]3[CH:23]=[CH:22][C:21]([C:24]([OH:33])([C:25]([F:27])([F:28])[F:26])[C:29]([F:30])([F:31])[F:32])=[CH:20][CH:19]=3)[CH2:16][CH2:17]2)(=[O:10])=[O:11])[S:7][CH:8]=1 |f:1.2|. Procedure: In a 50 mL round bottomed flask a mixture of 2-(4-(4-((4-nitro-2-thiophenyl)sulfonyl)-1-piperazinyl)phenyl)-1,1,1,3,3,3-hexafluoro-2-propanol (80 mg, 0.154 mmol), ammonium formate (48.6 mg, 0.770 mmol, Sigma-Aldrich, St. Louis, Mo.), and 10% Pd/C (1.639 mg, 0.015 mmol) in EtOH (10 mL) was stirring under an atmosphere of H2 (1 atm) for 18 h. Afterwards, the reaction mixture was filtered through a plug of Celite® (diatomaceous earth), and the filtrate was concentrated to give the crude product. Th...